Dataset: the Open Reaction Database (ORD), a public repository of structured organic reaction records. Task: describe an organic reaction: reactants, conditions, products, and yield Starting materials: CNC(=O)c1c(-c2ccc(C)cc2)oc2nc(N(CCCCBr)S(C)(=O)=O)c(I)cc12, O=C([O-])[O-], Cc1ccccc1, OB(O)C1CC1, [Na+], [Na+], CC(=O)[O-], CC(=O)[O-], [Pd+2]. Product: CNC(=O)c1c(-c2ccc(C)cc2)oc2nc(N(CCCCBr)S(C)(=O)=O)c(C3CC3)cc12. RXN SMILES: [Br:1][CH2:2][CH2:3][CH2:4][CH2:5][N:6]([S:7](=[O:8])(=[O:9])[CH3:10])[c:11]1[c:12]([I:31])[cH:13][c:14]2[c:15]([n:16]1)[o:17][c:18](-[c:24]1[cH:25][cH:26][c:27]([CH3:30])[cH:28][cH:29]1)[c:19]2[C:20](=[O:21])[NH:22][CH3:23].[C:32](=[O:33])([O-:34])[O-:35].[CH3:44][c:45]1[cH:46][cH:47][cH:48][cH:49][cH:50]1.[CH:38]1([B:41]([OH:42])[OH:43])[CH2:39][CH2:40]1.[Na+:36].[Na+:37].[O-:52][C:53]([CH3:54])=[O:55].[O-:56][C:57]([CH3:58])=[O:59].[Pd+2:51]>>[Br:1][CH2:2][CH2:3][CH2:4][CH2:5][N:6]([S:7](=[O:8])(=[O:9])[CH3:10])[c:11]1[c:12]([CH:38]2[CH2:39][CH2:40]2)[cH:13][c:14]2[c:15]([n:16]1)[o:17][c:18](-[c:24]1[cH:25][cH:26][c:27]([CH3:30])[cH:28][cH:29]1)[c:19]2[C:20](=[O:21])[NH:22][CH3:23].